Dataset: the Open Reaction Database (ORD), a public repository of structured organic reaction records. Task: describe an organic reaction: reactants, conditions, products, and yield Reactants: [Br-], [Br-], [Br-], O=C1c2c(OCc3ccccc3)c(=O)ccn2CCN1Cc1ccc(Cl)c(Cl)c1, ClC(Cl)Cl, [Na+], [Na+], O=S([O-])[O-], C[N+](C)(C)c1ccccc1, C[N+](C)(C)c1ccccc1, C[N+](C)(C)c1ccccc1. The product is O=C1c2c(OCc3ccccc3)c(=O)c(Br)cn2CCN1Cc1ccc(Cl)c(Cl)c1. Reaction SMILES: [Br-:30].[Br-:31].[Br-:32].[CH2:1]([c:2]1[cH:3][cH:4][cH:5][cH:6][cH:7]1)[O:8][c:9]1[c:10](=[O:29])[cH:11][cH:12][n:13]2[c:14]1[C:15](=[O:28])[N:16]([CH2:19][c:20]1[cH:21][c:22]([Cl:27])[c:23]([Cl:26])[cH:24][cH:25]1)[CH2:17][CH2:18]2.[CH:69]([Cl:70])([Cl:71])[Cl:72].[Na+:67].[Na+:68].[S:63]([O-:64])([O-:65])=[O:66].[c:33]1([N+:34]([CH3:35])([CH3:36])[CH3:37])[cH:38][cH:39][cH:40][cH:41][cH:42]1.[c:43]1([N+:44]([CH3:45])([CH3:46])[CH3:47])[cH:48][cH:49][cH:50][cH:51][cH:52]1.[c:53]1([N+:54]([CH3:55])([CH3:56])[CH3:57])[cH:58][cH:59][cH:60][cH:61][cH:62]1>>[CH2:1]([c:2]1[cH:3][cH:4][cH:5][cH:6][cH:7]1)[O:8][c:9]1[c:10](=[O:29])[c:11]([Br:30])[cH:12][n:13]2[c:14]1[C:15](=[O:28])[N:16]([CH2:19][c:20]1[cH:21][c:22]([Cl:27])[c:23]([Cl:26])[cH:24][cH:25]1)[CH2:17][CH2:18]2. Starting materials: Example 3 ( 1 ), [H-].[Na+] (NaH), C(#N)NC(=NC)S(=O)C (N-cyano-N'-methyl-methylsulfinylformamidine), N1N=CC=C1 (pyrazole). As a reaction SMILES: [H-].[Na+].[NH:3]1[CH:7]=[CH:6][CH:5]=[N:4]1.[C:8]([NH:10][C:11](S(C)=O)=[N:12][CH3:13])#[N:9]>C1COCC1>[C:8]([NH:10][C:11]([N:3]1[CH:7]=[CH:6][CH:5]=[N:4]1)=[N:12][CH3:13])#[N:9] |f:0.1|. Run at time 1 hour. The solvent is C1CCOC1 (THF). Reported procedure: To a stirred suspension of NaH (50% oil suspension, 3.58 g) in THF (160 ml) was added pyrazole (5.84 g) at a temperature below room temperature and stirred for 1 hr. To the mixture was added N-cyano-N'-methyl-methylsulfinylformamidine (8.32 g, obtained by the same procedure as in Example 3 (1)) and stirred for 3 hrs. at room temperature. After evaporation under a reduced pressure, the residue was dissolved in water and washed with ether. The aqueous layer was acidified (pH 4) with 10% HCl under ... The product is C(#N)NC(=NC)N1N=CC=C1 (1-(N-cyano-N'-methylamidino)pyrazole). Reactants: C(C#C)N(C(CO)=O)C=1C(=NC(=NC1C)N(C)C)C (N-propargyl-N-(4,6-dimethyl-2-dimethylamino-pyrimidin-5-yl)-hydroxyacetamide), S(=O)(=O)(C)Cl (mesyl chloride). Reagents/catalysts: CN(C1=CC=NC=C1)C (4-dimethylaminopyridine). Solvent: C(Cl)Cl (CH2Cl2), C(Cl)Cl (CH2Cl2), O (water). The product is C(C#C)N(C(CCl)=O)C=1C(=NC(=NC1C)N(C)C)C (N-Propargyl-N-(4,6-dimethyl--2-dimethylaminopyrimidin-5-yl)-chloroacetamide). RXN SMILES: [CH2:1]([N:4]([C:9]1[C:10]([CH3:19])=[N:11][C:12]([N:16]([CH3:18])[CH3:17])=[N:13][C:14]=1[CH3:15])[C:5](=[O:8])[CH2:6]O)[C:2]#[CH:3].S([Cl:24])(C)(=O)=O>CN(C)C1C=CN=CC=1.C(Cl)Cl.O>[CH2:1]([N:4]([C:9]1[C:10]([CH3:19])=[N:11][C:12]([N:16]([CH3:18])[CH3:17])=[N:13][C:14]=1[CH3:15])[C:5](=[O:8])[CH2:6][Cl:24])[C:2]#[CH:3]. Procedure details: 8.0 g of N-propargyl-N-(4,6-dimethyl-2-dimethylamino-pyrimidin-5-yl)-hydroxyacetamide, 3.7 g 4-dimethylaminopyridine and 100 ml dry CH2Cl2 are charged in a sulphonation flask. Thereto are added, dropwise, 3.43 g mesyl chloride in 30 ml of dry CH2Cl2. The reaction temperature rises from 22° up to 33°. The mixture is heated under reflux for 34 hours, cooled and diluted with water. The organic phase is partitioned off, dried over Na2SO4 and evaporated. The oily residue is chromatographed on silica ... The reactants are [OH-].[Na+] (NaOH), ClC1=C(C=NC2=CC(=C(C=C12)OC)OC)C(=O)N (4-chloro-6,7-dimethoxy-3-quinolinecarboxamide), NC=1C(=C(C(=O)N)C=CC1)C (3-amino 2-metylbenzamide), C(C)(=O)O (acetic acid). Run in CN(C)C=O (DMF), O (water). Run at temperature 100 celsius. Yields the product NC(=O)C=1C(=C(NC2=C(C=NC3=CC(=C(C=C23)OC)OC)C(=O)N)C=CC1)C (4-(3-Aminocarbonyl-2-methylanilino)-6,7-dimethoxy-3-quinolinecarboxamide). Isolated yield 63.4%. RXN SMILES: Cl[C:2]1[C:11]2[C:6](=[CH:7][C:8]([O:14][CH3:15])=[C:9]([O:12][CH3:13])[CH:10]=2)[N:5]=[CH:4][C:3]=1[C:16]([NH2:18])=[O:17].[NH2:19][C:20]1[C:21]([CH3:29])=[C:22]([CH:26]=[CH:27][CH:28]=1)[C:23]([NH2:25])=[O:24].C(O)(=O)C.[OH-].[Na+]>CN(C=O)C.O>[NH2:25][C:23]([C:22]1[C:21]([CH3:29])=[C:20]([CH:28]=[CH:27][CH:26]=1)[NH:19][C:2]1[C:11]2[C:6](=[CH:7][C:8]([O:14][CH3:15])=[C:9]([O:12][CH3:13])[CH:10]=2)[N:5]=[CH:4][C:3]=1[C:16]([NH2:18])=[O:17])=[O:24] |f:3.4|. Procedure details: A mixture of 4-chloro-6,7-dimethoxy-3-quinolinecarboxamide (0.046 g, 0.17 mmol), 3-amino 2-metylbenzamide (0.036 g, 0.24 mmol) and acetic acid (40 μl) in DMF (0.8 ml) was heated at 100° C. for 18 h. After cooling the reaction mixture was diluted with water (20 ml) and made alkaline with 1 M NaOH. The precipitate was filtered of, rinsed with water and dried to give the title compound (41 mg, 61%).